Dataset: the Open Reaction Database (ORD), a public repository of structured organic reaction records. Task: describe an organic reaction: reactants, conditions, products, and yield The reactants are NC1=NC(=NC=C1C#N)N(C1=CC=CC=C1)C (4-amino-2-(methylphenylamino)-5-pyrimidine-carbonitrile), C(C)C(C(=O)Cl)C(=O)Cl (ethyl malonyl chloride), O1CCCC1 (tetrahydrofuran). Run at time 5 minute. Yields the product C(C)OC(=O)C1=C(C2=C(N=C(N=C2)N(C2=CC=CC=C2)C)NC1=O)N (5-amino-7,8-dihydro-2-(methylphenylamino)-7-oxopyrido[2,3-d]pyrimidine-6-carboxylic acid ethyl ester). Reaction SMILES: [NH2:1][C:2]1[C:7]([C:8]#[N:9])=[CH:6][N:5]=[C:4]([N:10]([CH3:17])[C:11]2[CH:16]=[CH:15][CH:14]=[CH:13][CH:12]=2)[N:3]=1.C([CH:20]([C:24](Cl)=[O:25])[C:21](Cl)=[O:22])C.[O:27]1CC[CH2:29][CH2:28]1>>[CH2:28]([O:27][C:24]([C:20]1[C:21](=[O:22])[NH:1][C:2]2[N:3]=[C:4]([N:10]([CH3:17])[C:11]3[CH:12]=[CH:13][CH:14]=[CH:15][CH:16]=3)[N:5]=[CH:6][C:7]=2[C:8]=1[NH2:9])=[O:25])[CH3:29]. Procedure: To 10 g. (0.044 moles) of 4-amino-2-(methylphenylamino)-5-pyrimidine-carbonitrile in 200 ml. of tetrahydrofuran was added 6.7 g. (0.044 moles) of ethyl malonyl chloride and then this mixture was heated at reflux for 2 hours. The reaction was then filtered and the filtercake rinsed with tetrahydrofuran. The filtrate was evaporated to dryness on a rotary evaporator. The viscous liquid residue was treated with 50 ml. of 20% NaOH and heated to boiling for 5 minutes. The resulting solid was removed b... The reactants are CCO, CN(C(=O)c1ccc([N+](=O)[O-])cc1)C1CN(C2CCCCC2)CC1O, O=[Pt]. The product is CN(C(=O)c1ccc(N)cc1)C1CN(C2CCCCC2)CC1O. Reaction SMILES: [CH3:26][CH2:27][OH:28].[CH:1]1([N:7]2[CH2:8][CH:9]([N:13]([C:14]([c:15]3[cH:16][cH:17][c:18]([N+:21]([O-:22])=[O:23])[cH:19][cH:20]3)=[O:24])[CH3:25])[CH:10]([OH:12])[CH2:11]2)[CH2:2][CH2:3][CH2:4][CH2:5][CH2:6]1.[Pt:29]=[O:30]>>[CH:1]1([N:7]2[CH2:8][CH:9]([N:13]([C:14]([c:15]3[cH:16][cH:17][c:18]([NH2:21])[cH:19][cH:20]3)=[O:24])[CH3:25])[CH:10]([OH:12])[CH2:11]2)[CH2:2][CH2:3][CH2:4][CH2:5][CH2:6]1. Reactants: C(C1=CC=CC=C1)(=O)N=C=S (Benzoylisothiocyanate), S1C(=NC2=C1C=C(C=C2)N)N (Benzothiazole-2,6-diamine). Solvent: C1CCOC1 (THF). Reaction conditions: time 7 hour. Yields the product NC=1SC2=C(N1)C=CC(=C2)NC(=S)NC(C2=CC=CC=C2)=O (1-(2-Amino-benzothiazol-6-yl)-3-benzoylthiourea). Yield: 97.3%. Reaction SMILES: [C:1]([N:9]=[C:10]=[S:11])(=[O:8])[C:2]1[CH:7]=[CH:6][CH:5]=[CH:4][CH:3]=1.[S:12]1[C:16]2[CH:17]=[C:18]([NH2:21])[CH:19]=[CH:20][C:15]=2[N:14]=[C:13]1[NH2:22]>C1COCC1>[NH2:22][C:13]1[S:12][C:16]2[CH:17]=[C:18]([NH:21][C:10]([NH:9][C:1](=[O:8])[C:2]3[CH:7]=[CH:6][CH:5]=[CH:4][CH:3]=3)=[S:11])[CH:19]=[CH:20][C:15]=2[N:14]=1. Procedure details: Benzoylisothiocyanate (0.12 mL, 0.91 mmol) was added dropwise to a solution of benzothiazole-2,6-diamine (Example 1, 150 mg, 0.91 mmol) in 10 mL of THF at room temperature. The mixture was stirred at room temperature for 7 hours and then concentrated. The residue was washed with a 1:1 mixture of Et2O and hexanes. Yield: 97.3%, 1H-NMR (DMSO-d6): δ 12.65 (s, 1H); 11.55 (s, 1H); 8.00 (m, 3H); 7.60 (m, 5H); 7.38 (m, 2H). Product: C1(=CC=CC=C1)S(=O)(=O)CC1=NNC(=N1)C1=C(C=C(C=C1)F)F (3-benzenesulfonylmethyl-5-(2,4-difluoro-phenyl)-1H-[1,2,4]triazole). RXN SMILES: [NH2:1][C:2](=[N:13][NH:14][C:15](=O)[C:16]1[CH:21]=[CH:20][C:19]([F:22])=[CH:18][C:17]=1[F:23])[CH2:3][S:4]([C:7]1[CH:12]=[CH:11][CH:10]=[CH:9][CH:8]=1)(=[O:6])=[O:5]>C(O)C>[C:7]1([S:4]([CH2:3][C:2]2[N:1]=[C:15]([C:16]3[CH:21]=[CH:20][C:19]([F:22])=[CH:18][C:17]=3[F:23])[NH:14][N:13]=2)(=[O:6])=[O:5])[CH:12]=[CH:11][CH:10]=[CH:9][CH:8]=1. Solvent: C(C)O (ethanol). Isolated yield 69.4%. Procedure: 8.0 g (0.023 mol) 2,4-Difluoro-benzoic acid (1-amino-2-benzenesulfonyl-ethylidene)-hydrazide were heated at 210° C. for 20 minutes. The molten mass was then cooled, dissolved in 30 ml hot ethanol and stirred overnight at room temperature. The precipitated crystals were filtered off and dried to yield 5.35 g (71%) 3-benzenesulfonylmethyl-5-(2,4-difluoro-phenyl)-1H-[1,2,4]triazole as white solid, MS m/e (%): 336 (M+H+, 100). The reactants are NC(CS(=O)(=O)C1=CC=CC=C1)=NNC(C1=C(C=C(C=C1)F)F)=O (2,4-Difluoro-benzoic acid (1-amino-2-benzenesulfonyl-ethylidene)-hydrazide). Conditions: time 8 hour. Product: C(C)N(CCO)CCCCOC=1C=CC2=C(SC(=C2C2=CC=C(C=C2)C(F)(F)F)C)C1 (2-(Ethyl-{4-[2-methyl-3-(4-trifluoromethyl-phenyl)-benzo[b]thiophen-6-yloxy]-butyl}-amino)-ethanol). RXN SMILES: Br[CH2:2][CH2:3][CH2:4][CH2:5][O:6][C:7]1[CH:8]=[CH:9][C:10]2[C:14]([C:15]3[CH:20]=[CH:19][C:18]([C:21]([F:24])([F:23])[F:22])=[CH:17][CH:16]=3)=[C:13]([CH3:25])[S:12][C:11]=2[CH:26]=1.[CH2:27]([NH:29][CH2:30][CH2:31][OH:32])[CH3:28]>>[CH2:27]([N:29]([CH2:2][CH2:3][CH2:4][CH2:5][O:6][C:7]1[CH:8]=[CH:9][C:10]2[C:14]([C:15]3[CH:20]=[CH:19][C:18]([C:21]([F:24])([F:23])[F:22])=[CH:17][CH:16]=3)=[C:13]([CH3:25])[S:12][C:11]=2[CH:26]=1)[CH2:30][CH2:31][OH:32])[CH3:28]. Reported procedure: According to the method in example 31, 6-(4-Bromo-butoxy)-2-methyl-3-(4-trifluoromethyl-phenyl)-benzo[b]thiophene and 2-ethylamino-ethanol were converted to yield 2-(Ethyl-{4-[2-methyl-3-(4-trifluoromethyl-phenyl)-benzo[b]thiophen-6-yloxy]-butyl}-amino)-ethanol as yellowish oil, MS: 452 (MH+). Reactants: BrCCCCOC=1C=CC2=C(SC(=C2C2=CC=C(C=C2)C(F)(F)F)C)C1 (6-(4-Bromo-butoxy)-2-methyl-3-(4-trifluoromethyl-phenyl)-benzo[b]thiophene), C(C)NCCO (2-ethylamino-ethanol). Starting materials: CC1=C2COC(C2=CC=C1C(CN1CCC2(CCN(C2=O)C=2COC(C2C)=O)CC1)=O)=O (8-(2-(4-methyl-1-oxo-1,3-dihydroisobenzofuran-5-yl)-2-oxoethyl)-2-(4-methyl-5-oxo-2,5-dihydrofuran-3-yl)-2,8-diazaspiro[4.5]decan-1-one), C1(CC1)N (cyclopropanamine), [BH3-]C#N.[Na+] (NaCNBH3). Run in CC(=O)O.C1CCOC1 (HOAc THF). Run at time 16 hour. The product is C1(CC1)NC(CN1CCC2(CCN(C2=O)C=2COC(C2C)=O)CC1)C=1C(=C2COC(C2=CC1)=O)C (8-(2-(cyclopropylamino)-2-(4-methyl-1-oxo-1,3-dihydroisobenzofuran-5-yl)ethyl)-2-(4-methyl-5-oxo-2,5-dihydrofuran-3-yl)-2,8-diazaspiro[4.5]decan-1-one). As a reaction SMILES: [CH3:1][C:2]1[C:10]([C:11](=O)[CH2:12][N:13]2[CH2:30][CH2:29][C:16]3([C:20](=[O:21])[N:19]([C:22]4[CH2:23][O:24][C:25](=[O:28])[C:26]=4[CH3:27])[CH2:18][CH2:17]3)[CH2:15][CH2:14]2)=[CH:9][CH:8]=[C:7]2[C:3]=1[CH2:4][O:5][C:6]2=[O:32].[CH:33]1([NH2:36])[CH2:35][CH2:34]1.[BH3-]C#N.[Na+]>CC(O)=O.C1COCC1>[CH:33]1([NH:36][CH:11]([C:10]2[C:2]([CH3:1])=[C:3]3[C:7](=[CH:8][CH:9]=2)[C:6](=[O:32])[O:5][CH2:4]3)[CH2:12][N:13]2[CH2:30][CH2:29][C:16]3([C:20](=[O:21])[N:19]([C:22]4[CH2:23][O:24][C:25](=[O:28])[C:26]=4[CH3:27])[CH2:18][CH2:17]3)[CH2:15][CH2:14]2)[CH2:35][CH2:34]1 |f:2.3,4.5|. Procedure details: To a mixture of 8-(2-(4-methyl-1-oxo-1,3-dihydroisobenzofuran-5-yl)-2-oxoethyl)-2-(4-methyl-5-oxo-2,5-dihydrofuran-3-yl)-2,8-diazaspiro[4.5]decan-1-one (25 mg, 0.057 mmol) and cyclopropanamine (6.5 mg, 0.114 mmol) in anhydrous 5% HOAc/THF (1 mL) was added NaCNBH3 (18 mg, 0.28 mmol). The reaction was sealed and shaken at ambient temperature for 16 h. LCMS showed that the product was formed. The reaction was quenched with water (0.5 mL) and the solvent was evaporated under reduced pressure. The re... Procedure: Methanol (1.3 mL), tetrahydrofuran (1.3 mL) and a 1 M sodium hydroxide aqueous solution (0.133 mL, 0.133 mmol) were added to methyl (4′-{1-ethyl-1-[4-((E)-3-ethyl-3-hydroxy-1-pentenyl)-3-methyl-phenyl]-propyl}-3-fluoro-2′-methyl-biphenyl-4-yl)acetate (23.5 mg, 0.044 mmol), and the mixture was stirred at room temperature for 18 hours. The reaction solution was poured into a saturated aqueous ammonium chloride solution, and then the aqueous layer was extracted with dichloromethane. The organic lay... Yields the product C(C)C(CC)(C1=CC(=C(C=C1)\C=C\C(CC)(O)CC)C)C1=CC(=C(C=C1)C1=CC(=C(C=C1)CC(=O)[O-])F)C.[Na+] (Sodium (4′-{1-ethyl-1-[4-((E)-3-ethyl-3-hydroxy-1-pentenyl)-3-methyl-phenyl]-propyl}-3-fluoro-2′-methyl-biphenyl-4-yl)-acetate). Run in O1CCCC1 (tetrahydrofuran). Run at time 18 hour. Reaction SMILES: CO.[OH-].[Na+:4].[CH2:5]([C:7]([C:25]1[CH:30]=[CH:29][C:28]([C:31]2[CH:36]=[CH:35][C:34]([CH2:37][C:38]([O:40]C)=[O:39])=[C:33]([F:42])[CH:32]=2)=[C:27]([CH3:43])[CH:26]=1)([C:10]1[CH:15]=[CH:14][C:13](/[CH:16]=[CH:17]/[C:18]([CH2:22][CH3:23])([OH:21])[CH2:19][CH3:20])=[C:12]([CH3:24])[CH:11]=1)[CH2:8][CH3:9])[CH3:6].[Cl-].[NH4+]>O1CCCC1>[CH2:5]([C:7]([C:25]1[CH:30]=[CH:29][C:28]([C:31]2[CH:36]=[CH:35][C:34]([CH2:37][C:38]([O-:40])=[O:39])=[C:33]([F:42])[CH:32]=2)=[C:27]([CH3:43])[CH:26]=1)([C:10]1[CH:15]=[CH:14][C:13](/[CH:16]=[CH:17]/[C:18]([CH2:19][CH3:20])([OH:21])[CH2:22][CH3:23])=[C:12]([CH3:24])[CH:11]=1)[CH2:8][CH3:9])[CH3:6].[Na+:4] |f:1.2,4.5,7.8|. The yield is 74.7%. The reactants are CO (Methanol), [OH-].[Na+] (sodium hydroxide), C(C)C(CC)(C1=CC(=C(C=C1)\C=C\C(CC)(O)CC)C)C1=CC(=C(C=C1)C1=CC(=C(C=C1)CC(=O)OC)F)C (methyl (4′-{1-ethyl-1-[4-((E)-3-ethyl-3-hydroxy-1-pentenyl)-3-methyl-phenyl]-propyl}-3-fluoro-2′-methyl-biphenyl-4-yl)acetate), [Cl-].[NH4+] (ammonium chloride).